Dataset: the Open Reaction Database (ORD), a public repository of structured organic reaction records. Task: describe an organic reaction: reactants, conditions, products, and yield The reactants are C(O)([O-])=O.[Na+] (sodium hydrogencarbonate), CC1(CC(CC(C1)(C)C)C1=C(C=CC=C1)N1CCNCC1)C (1-[2-(3,3,5,5-tetramethylcyclohexyl)phenyl]piperazine), BrCCCCF (1-bromo-4-fluorobutane), [I-].[Na+] (sodium iodide), C([O-])([O-])=O.[K+].[K+] (potassium carbonate). Solvent: C(C)OCC (diethyl ether), CN(C=O)C (dimethylformamide). Conditions: temperature 80 celsius, time 2 hour. The product is FCCCCN1CCN(CC1)C1=C(C=CC=C1)C1CC(CC(C1)(C)C)(C)C (1-(4-fluorobutyl)-4-[2-(3,3,5,5-tetramethylcyclohexyl)phenyl]piperazine). RXN SMILES: [CH3:1][C:2]1([CH3:22])[CH2:7][C:6]([CH3:9])([CH3:8])[CH2:5][CH:4]([C:10]2[CH:15]=[CH:14][CH:13]=[CH:12][C:11]=2[N:16]2[CH2:21][CH2:20][NH:19][CH2:18][CH2:17]2)[CH2:3]1.Br[CH2:24][CH2:25][CH2:26][CH2:27][F:28].[I-].[Na+].C(=O)([O-])[O-].[K+].[K+].C(=O)([O-])O.[Na+]>C(OCC)C.CN(C)C=O>[F:28][CH2:27][CH2:26][CH2:25][CH2:24][N:19]1[CH2:18][CH2:17][N:16]([C:11]2[CH:12]=[CH:13][CH:14]=[CH:15][C:10]=2[CH:4]2[CH2:3][C:2]([CH3:22])([CH3:1])[CH2:7][C:6]([CH3:8])([CH3:9])[CH2:5]2)[CH2:21][CH2:20]1 |f:2.3,4.5.6,7.8|. Procedure: A mixture of 1-[2-(3,3,5,5-tetramethylcyclohexyl)phenyl]piperazine (30 mg, 0.1 mmol) produced in Example (8b), 1-bromo-4-fluorobutane (19.8 mg, 0.125 mmol), sodium iodide (1.5 mg, 0.01 mmol), potassium carbonate (20.8 mg, 0.15 mmol) and dimethylformamide (1 mL) was stirred for 2 hours at an external temperature of 80° C. Saturated aqueous solution of sodium hydrogencarbonate was added to the reaction mixture and extraction was performed with diethyl ether. The solvent was distilled off by nitrog... The reactants are COC(C1=NC=2NCCCC2C=C1C1CCN(CC1)C(=O)OC(C)(C)C)OC (tert-butyl 4-(2-(dimethoxymethyl)-5,6,7,8-tetrahydro-1,8-naphthyridin-3-yl)piperidine-1-carboxylate), COC(C1=NC=2NCCCC2C=C1C1CCN(CC1)C(=O)OC(C)(C)C)OC (tert-butyl 4-(2-(dimethoxymethyl)-5,6,7,8-tetrahydro-1,8-naphthyridin-3-yl)piperidine-1-carboxylate), Cl (HCl). Run in CO (MeOH). Run at temperature 60 celsius. The product is Cl.COC(C1=C(C=C2CCCNC2=N1)C1CCNCC1)OC (7-(dimethoxymethyl)-6-(piperidin-4-yl)-1,2,3,4-tetrahydro-1,8-naphthyridine hydrochloride). As a reaction SMILES: [CH3:1][O:2][CH:3]([O:27][CH3:28])[C:4]1[C:13]([CH:14]2[CH2:19][CH2:18][N:17](C(OC(C)(C)C)=O)[CH2:16][CH2:15]2)=[CH:12][C:11]2[CH2:10][CH2:9][CH2:8][NH:7][C:6]=2[N:5]=1.[ClH:29]>CO>[ClH:29].[CH3:28][O:27][CH:3]([O:2][CH3:1])[C:4]1[N:5]=[C:6]2[C:11]([CH2:10][CH2:9][CH2:8][NH:7]2)=[CH:12][C:13]=1[CH:14]1[CH2:15][CH2:16][NH:17][CH2:18][CH2:19]1 |f:3.4|. Procedure: A mixture of tert-butyl 4-(2-(dimethoxymethyl)-5,6,7,8-tetrahydro-1,8-naphthyridin-3-yl)piperidine-1-carboxylate (Intermediate 339, 1.0 g, 2.20 mmol) and 3M HCl in MeOH (7 ml) was stirred at 60° C. After stirring for 13 h, the reaction mixture was cooled to room temperature and evaporated. The residue was diluted with MeOH and evaporated again (4×). The title compound was obtained as a brown solid. (UPLC-MS 3) tR 0.31 min; ESI-MS 292.2 [M+H]+.